The task is: describe an organic reaction: reactants, conditions, products, and yield. This data is from the Open Reaction Database (ORD), a public repository of structured organic reaction records. Starting materials: 3-[3-tert-butylsulfanyl-1-[4-(6-methoxy-pyridin-3-yl)-benzyl]-5-(1-oxy-pyridin-2-ylmethoxy)-1H-indol-2-yl]-2,2-dimethyl-propionic acid, C(C)(C)(C)SC1=C(N(C2=CC=C(C=C12)OCC1=NC=CC=C1)CC1=CC=C(C=C1)C=1C=NC(=CC1)O)CC(C(=O)O)(C)C (3-[3-tert-butylsulfanyl-1-[4-(6-hydroxy-pyridin-3-yl)-benzyl]-5-(pyridin-2-ylmethoxy)-1H-indol-2-yl]-2,2-dimethyl-propionic acid), pyridon-5-yl, acyl, C(C)(C)(C)SC1=C(N(C2=CC=C(C=C12)OCC1=NC=CC=C1)CC1=CC=C(C=C1)C=1C=NC(=CC1)OC)CC(C(=O)O)(C)C (3-[3-tert-butylsulfanyl-1-[4-(6-methoxy-pyridin-3-yl)-benzyl]-5-(pyridin-2-ylmethoxy)-1H-indol-2-yl]-2,2-dimethyl-propionic acid). Product: COC1=CC=C(C=N1)C1=CC=C(CN2C(=C(C3=CC(=CC=C23)OCC2=NC=CC=C2)S(=O)C(C)(C)C)CC(C(=O)O)(C)C)C=C1 (3-[1-[4-(6-methoxy-pyridin-3-yl)-benzyl]-3-(2-methyl-propane-2-sulfinyl)-5-(pyridin-2-ylmethoxy)-1H-indol-2-yl]-2,2-dimethyl-propionic acid). Reaction SMILES: [C:1]([S:5][C:6]1[C:14]2[C:9](=[CH:10][CH:11]=[C:12]([O:15][CH2:16][C:17]3[CH:22]=[CH:21][CH:20]=[CH:19][N:18]=3)[CH:13]=2)[N:8]([CH2:23][C:24]2[CH:29]=[CH:28][C:27]([C:30]3[CH:31]=[N:32][C:33]([O:36][CH3:37])=[CH:34][CH:35]=3)=[CH:26][CH:25]=2)[C:7]=1[CH2:38][C:39]([CH3:44])([CH3:43])[C:40]([OH:42])=[O:41])([CH3:4])([CH3:3])[CH3:2].C(SC1C2C(=CC=C([O:59]CC3C=CC=CN=3)C=2)N(CC2C=CC(C3C=NC(O)=CC=3)=CC=2)C=1CC(C)(C)C(O)=O)(C)(C)C>>[CH3:37][O:36][C:33]1[N:32]=[CH:31][C:30]([C:27]2[CH:28]=[CH:29][C:24]([CH2:23][N:8]3[C:9]4[C:14](=[CH:13][C:12]([O:15][CH2:16][C:17]5[CH:22]=[CH:21][CH:20]=[CH:19][N:18]=5)=[CH:11][CH:10]=4)[C:6]([S:5]([C:1]([CH3:4])([CH3:2])[CH3:3])=[O:59])=[C:7]3[CH2:38][C:39]([CH3:44])([CH3:43])[C:40]([OH:42])=[O:41])=[CH:25][CH:26]=2)=[CH:35][CH:34]=1. Procedure details: 3-[3-tert-butylsulfanyl-1-[4-(6-methoxy-pyridin-3-yl)-benzyl]-5-(1-oxy-pyridin-2-ylmethoxy)-1H-indol-2-yl]-2,2-dimethyl-propionic acid (M3); the acyl gluconuride of 3-[3-tert-butylsulfanyl-1-[4-(6-methoxy-pyridin-3-yl)-benzyl]-5-(pyridin-2-ylmethoxy)-1H-indol-2-yl]-2,2-dimethyl-propionic acid (M4); and 3-[3-tert-butylsulfanyl-1-[4-(6-hydroxy-pyridin-3-yl)-benzyl]-5-(pyridin-2-ylmethoxy)-1H-indol-2-yl]-2,2-dimethyl-propionic acid (M5; which exists also as a pyridon-5-yl tautomer). As a reaction SMILES: [NH2:1][C:2]1[N:6]([C:7]2[CH:12]=[CH:11][C:10]([Cl:13])=[CH:9][C:8]=2[CH3:14])[N:5]=[C:4]([CH3:15])[CH:3]=1.[C:16]([N:19]1[CH2:23][C:22](=O)[N:21]=[CH:20]1)(=[O:18])[CH3:17]>>[C:16]([N:19]1[CH2:23][CH2:22][N:21]=[C:20]1[NH:1][C:2]1[N:6]([C:7]2[CH:12]=[CH:11][C:10]([Cl:13])=[CH:9][C:8]=2[CH3:14])[N:5]=[C:4]([CH3:15])[CH:3]=1)(=[O:18])[CH3:17]. Starting materials: NC1=CC(=NN1C1=C(C=C(C=C1)Cl)C)C (5-Amino-3-methyl-1-(4-chloro-2-methylphenyl) pyrazole), C(C)(=O)N1C=NC(C1)=O (1-acetyl-2-imidazolinone). Reported procedure: 5-Amino-3-methyl-1-(4-chloro-2-methylphenyl) pyrazole (22.16 g.) and 1-acetyl-2-imidazolinone (15.4 g.) were reacted as described in Example I to give 13.1 g. of product, mp 195°-195°. The product is C(C)(=O)N1C(=NCC1)NC1=CC(=NN1C1=C(C=C(C=C1)Cl)C)C (1-Acetyl-2[1(4-chloro-2-methylphenyl)-3-methyl-5-pyrazolyl] amino-2-imidazoline). RXN SMILES: [H-].[Al+3].[Li+].[H-].[H-].[H-].C(OCC)C.[Cl:12][C:13]1[CH:14]=[C:15]([CH:20]([CH:26]([N:28]([CH3:30])[CH3:29])[CH3:27])[C:21](OCC)=[O:22])[CH:16]=[CH:17][C:18]=1[Cl:19]>O>[Cl:12][C:13]1[CH:14]=[C:15]([CH:20]([CH:26]([N:28]([CH3:30])[CH3:29])[CH3:27])[CH2:21][OH:22])[CH:16]=[CH:17][C:18]=1[Cl:19] |f:0.1.2.3.4.5|. Yields the product ClC=1C=C(C=CC1Cl)C(CO)C(C)N(C)C (2-(3,4-Dichlorophenyl)-3-dimethylamino-1-butanol). Run in O (water). Procedure details: To a suspension of 10 g. of lithium aluminum hydride in 300 ml. of diethyl ether, 18.7 g. of ethyl 2-(3,4-dichlorophenyl)-3-dimethylaminobutyrate is added dropwise with stirring. The mixture is refluxed for 40-45 hours and after cooling with an ice bath, 50 ml. of water is added very slowly. After filtering off and thoroughly washing out the inorganic salts, the dried organic filtrate is evaporated and the residue is distilled in vacuo at 115° C/0.4 mm Hg to yield 13 g. of the title compound. Th... Starting materials: [H-].[Al+3].[Li+].[H-].[H-].[H-] (lithium aluminum hydride), C(C)OCC (diethyl ether), ClC=1C=C(C=CC1Cl)C(C(=O)OCC)C(C)N(C)C (ethyl 2-(3,4-dichlorophenyl)-3-dimethylaminobutyrate). The reactants are C[Si](C)(C)[N-][Si](C)(C)C.[Li+] (Lithium bis (trimethylsilyl) amide), BrN1C(CCC1=O)=O (N-bromosuccinimide), N1=CC(=CC=C1)CC(=O)OCC (Ethyl 3-pyridylacetate), Cl[Si](C)(C)C (Chlorotrimethylsilane). The solvent is C1CCOC1 (THF), O (H2O). Run at temperature -78 celsius, time 20 minute. The product is BrC(C(=O)OCC)C=1C=NC=CC1 (ethyl 2-bromo-2(3-pyridyl)acetate). As a reaction SMILES: [N:1]1[CH:6]=[CH:5][CH:4]=[C:3]([CH2:7][C:8]([O:10][CH2:11][CH3:12])=[O:9])[CH:2]=1.C[Si]([N-][Si](C)(C)C)(C)C.[Li+].Cl[Si](C)(C)C.[Br:28]N1C(=O)CCC1=O>C1COCC1.O>[Br:28][CH:7]([C:3]1[CH:2]=[N:1][CH:6]=[CH:5][CH:4]=1)[C:8]([O:10][CH2:11][CH3:12])=[O:9] |f:1.2|. Procedure details: Ethyl 3-pyridylacetate (1.0 g, 1.0 eq) was dissolved in THF (50 mL) and cooled to −78° C. Lithium bis (trimethylsilyl) amide (6.66 mL, 1.1 eq) was added to the reaction and stirred for 20 minutes. Chlorotrimethylsilane (1.44 mL, 1.875 eq) was added at −78° C. and stirred for 20 minutes. N-bromosuccinimide (1.09 g, 1.01 eq) was added to the reaction mixture. The reaction mixture was allowed to stir and warm to room temperature overnight. The reaction mixture was diluted with H2O. The organic laye... Starting materials: CC=CC=CCBr, COc1ccc(O)c(C=O)c1, CC(C)=O, [K+], [K+], O=C([O-])[O-]. Yields the product CC=CC=CCOc1ccc(OC)cc1C=O. Reaction SMILES: [CH2:18]([CH:19]=[CH:20][CH:21]=[CH:22][CH3:23])[Br:24].[CH3:1][O:2][c:3]1[cH:4][cH:5][c:6]([OH:11])[c:7]([CH:8]=[O:9])[cH:10]1.[CH3:25][C:26](=[O:27])[CH3:28].[K+:12].[K+:13].[O-:14][C:15]([O-:16])=[O:17]>>[CH3:1][O:2][c:3]1[cH:4][cH:5][c:6]([O:11][CH2:18][CH:19]=[CH:20][CH:21]=[CH:22][CH3:23])[c:7]([CH:8]=[O:9])[cH:10]1. Reactants: O=C([O-])O, C[Zn+], [Cl-], COC(=O)c1ccc(-c2ccc(CCNCC(O)c3ccc(Cl)nc3)cc2)cc1, [Na+], O=C(O)CN(CCN(CC(=O)O)CC(=O)O)CC(=O)O, c1ccc(P(c2ccccc2)(c2ccccc2)[Pd](P(c2ccccc2)(c2ccccc2)c2ccccc2)(P(c2ccccc2)(c2ccccc2)c2ccccc2)P(c2ccccc2)(c2ccccc2)c2ccccc2)cc1. The product is COC(=O)c1ccc(-c2ccc(CCNCC(O)c3ccc(C)nc3)cc2)cc1. Reaction SMILES: [C:33](=[O:34])([OH:35])[O-:36].[CH3:31][Zn+:32].[Cl-:30].[Cl:1][c:2]1[cH:3][cH:4][c:5]([CH:8]([CH2:9][NH:10][CH2:11][CH2:12][c:13]2[cH:14][cH:15][c:16](-[c:19]3[cH:20][cH:21][c:22]([C:25](=[O:26])[O:27][CH3:28])[cH:23][cH:24]3)[cH:17][cH:18]2)[OH:29])[cH:6][n:7]1.[Na+:37].[OH:115][C:116]([CH2:117][N:118]([CH2:119][C:120](=[O:121])[OH:122])[CH2:123][CH2:124][N:125]([CH2:126][C:127](=[O:128])[OH:129])[CH2:130][C:131](=[O:132])[OH:133])=[O:134].[cH:38]1[cH:39][cH:40][c:41]([P:42]([Pd:43]([P:44]([c:45]2[cH:46][cH:47][cH:48][cH:49][cH:50]2)([c:51]2[cH:52][cH:53][cH:54][cH:55][cH:56]2)[c:57]2[cH:58][cH:59][cH:60][cH:61][cH:62]2)([P:63]([c:64]2[cH:65][cH:66][cH:67][cH:68][cH:69]2)([c:70]2[cH:71][cH:72][cH:73][cH:74][cH:75]2)[c:76]2[cH:77][cH:78][cH:79][cH:80][cH:81]2)[P:82]([c:83]2[cH:84][cH:85][cH:86][cH:87][cH:88]2)([c:89]2[cH:90][cH:91][cH:92][cH:93][cH:94]2)[c:95]2[cH:96][cH:97][cH:98][cH:99][cH:100]2)([c:101]2[cH:102][cH:103][cH:104][cH:105][cH:106]2)[c:107]2[cH:108][cH:109][cH:110][cH:111][cH:112]2)[cH:113][cH:114]1>>[c:2]1([CH3:33])[cH:3][cH:4][c:5]([CH:8]([CH2:9][NH:10][CH2:11][CH2:12][c:13]2[cH:14][cH:15][c:16](-[c:19]3[cH:20][cH:21][c:22]([C:25](=[O:26])[O:27][CH3:28])[cH:23][cH:24]3)[cH:17][cH:18]2)[OH:29])[cH:6][n:7]1. The reactants are NC1=C(C=CC=C1)CC(NC)C1=CSC=C1 (2-amino-N-methyl-α-(3-thienyl)benzeneethanamine), C(CC)(OCC)(OCC)OCC (triethyl orthopropionate), C(C)(=O)O (acetic acid). Product: C(C)C1=NC2=C(CC(N1C)C1=CSC=C1)C=CC=C2 (4,5-dihydro-2-ethyl-3-methyl-4-(3-thienyl)-3H-1,3-benzodiazepine). Reaction SMILES: [NH2:1][C:2]1[CH:7]=[CH:6][CH:5]=[CH:4][C:3]=1[CH2:8][CH:9]([C:12]1[CH:16]=[CH:15][S:14][CH:13]=1)[NH:10][CH3:11].[C:17](OCC)(OCC)(OCC)[CH2:18]C.[C:29](O)(=O)C>>[CH2:17]([C:11]1[N:10]([CH3:29])[CH:9]([C:12]2[CH:16]=[CH:15][S:14][CH:13]=2)[CH2:8][C:3]2[CH:4]=[CH:5][CH:6]=[CH:7][C:2]=2[N:1]=1)[CH3:18]. Procedure: A solution of 6.00 g of 2-amino-N-methyl-α-(3-thienyl)benzeneethanamine and 10 ml of triethyl orthopropionate, was treated with 8 ml of glacial acetic acid. After refluxing for eight hours, the volatile components were removed at 70° C. on a rotary evaporator. The residual oil was decanted into an ice-water mixture and basified with 10% sodium hydroxide solution. The aqueous mixture was extracted with dichloromethane and the organic phase was dried over anhydrous magnesium sulfate, filtered, and...